This data is from the Open Reaction Database (ORD), a public repository of structured organic reaction records. The task is: describe an organic reaction: reactants, conditions, products, and yield The reactants are [H-].[Na+] (sodium hydride), ClC1=CC=C(S1)C(=O)NC[C@H]1CN(C(O1)=O)C1=CC=C(C=C1)N1C(COCC1)=O (5-chloro-N-({(5S)-2-oxo-3-[4-(3-oxomorpholin-4-yl)phenyl]-1,3-oxazolidin-5-yl}methyl)thiophene-2-carboxamide), ClC1=CC=C(S1)C(=O)NC[C@H]1CN(C(O1)=O)C1=CC=C(C=C1)N1C(COCC1)=O (5-chloro-N-({(5S)-2-oxo-3-[4-(3-oxomorpholin-4-yl)phenyl]-1,3-oxazolidin-5-yl}methyl)thiophene-2-carboxamide), ClCC(=O)Cl (chloroacetyl chloride), CN(C)C=O (DMF). The solvent is O (water). Run at time 20 minute. Product: ClC1=CC=C(S1)C(=O)N(C[C@H]1CN(C(O1)=O)C1=CC=C(C=C1)N1C(COCC1)=O)C(CCl)=O (5-Chloro-N-(chloroacetyl)-N-({(5S)-2-oxo-3-[4-(3-oxomorpholin-4-yl)phenyl]-1,3-oxazolidin-5-yl}methyl)thiophene-2-carboxamide). As a reaction SMILES: [Cl:1][C:2]1[S:6][C:5]([C:7]([NH:9][CH2:10][C@@H:11]2[O:15][C:14](=[O:16])[N:13]([C:17]3[CH:22]=[CH:21][C:20]([N:23]4[CH2:28][CH2:27][O:26][CH2:25][C:24]4=[O:29])=[CH:19][CH:18]=3)[CH2:12]2)=[O:8])=[CH:4][CH:3]=1.CN(C=O)C.[H-].[Na+].[Cl:37][CH2:38][C:39](Cl)=[O:40]>O>[Cl:1][C:2]1[S:6][C:5]([C:7]([N:9]([C:39](=[O:40])[CH2:38][Cl:37])[CH2:10][C@@H:11]2[O:15][C:14](=[O:16])[N:13]([C:17]3[CH:18]=[CH:19][C:20]([N:23]4[CH2:28][CH2:27][O:26][CH2:25][C:24]4=[O:29])=[CH:21][CH:22]=3)[CH2:12]2)=[O:8])=[CH:4][CH:3]=1 |f:2.3|. Procedure: 1 g (2.3 mmol) of 5-chloro-N-({(5S)-2-oxo-3-[4-(3-oxomorpholin-4-yl)phenyl]-1,3-oxazolidin-5-yl}methyl)thiophene-2-carboxamide [compound (A)] is dissolved in 170 ml of abs. DMF under argon. 110 mg (4.6 mmol) of sodium hydride are added, and the mixture is stirred at RT for 20 min. Then 3.5 g (31 mmol) of chloroacetyl chloride are added, keeping the reaction temperature at RT. After 30 min, 25 ml of water are added while cooling, and the mixture is left to stand at RT for two days. The solvent is... Starting materials: COC(=C)C (2-Methoxypropene), CC1=CC=C(C=C1)S(=O)(=O)[O-].C1=CC=[NH+]C=C1 (PPTS), compound, C(=O)(O)[O-].[Na+] (NaHCO3). The solvent is ClCCl (dichloromethane). Conditions: time 1 hour. The product is C(C=C)[C@H]1[C@@H](N(C(O1)(C)C)C(=O)OCC1=CC=CC=C1)CC1CCCCC1 ((4S,5S)-5-allyl-3-benzyloxycarbonyl-4-cyclohexylmethyl-2,2-dimethyl-1,3-oxazolidine). RXN SMILES: [CH3:1][O:2][C:3]([CH3:5])=[CH2:4].[CH3:6][C:7]1[CH:12]=[CH:11][C:10](S([O-])(=O)=O)=[CH:9][CH:8]=1.[CH:17]1[CH:22]=[CH:21][NH+:20]=[CH:19][CH:18]=1.[C:23]([O-:26])(O)=[O:24].[Na+]>ClCCl>[CH2:8]([C@@H:1]1[O:2][C:3]([CH3:5])([CH3:4])[N:20]([C:23]([O:26][CH2:6][C:7]2[CH:12]=[CH:11][CH:10]=[CH:9][CH:8]=2)=[O:24])[C@H:21]1[CH2:22][CH:17]1[CH2:11][CH2:10][CH2:9][CH2:19][CH2:18]1)[CH:7]=[CH2:6] |f:1.2,3.4|. Procedure: 2-Methoxypropene (0.64 ml) and PPTS (834 mg) were added to a solution of the compound (2.2 g) obtained in Production Example 1 in dichloromethane, and the mixture was stirred at room temperature for 1 hour. After adding powdery NaHCO3, the reaction mixture was filtered and the filtrate was concentrated under reduced pressure. Water was added to the residue and the mixture was extracted with diethyl ether. The organic layer was washed with water and saturated brine and dried over MgSO4. The solve... Reactants: Cl.NC(C(=O)OCC)CCCC1NC(CCCC1)=O (ethyl α-aminohexahydro-7-oxo-1H-azepine-2-pentanoate, monohydrochloride), ClC(=O)OCC1=CC=CC=C1 (benzyl chloroformate). Yields the product O=C1CCCCC(N1)CCCC(C(=O)OCC)NC(=O)OCC1=CC=CC=C1 (ethyl hexahydro-7-oxo-α-[[(phenylmethoxy)carbonyl]amino]-1H-azepine-2-pentanoate). Reaction SMILES: Cl.[NH2:2][CH:3]([CH2:9][CH2:10][CH2:11][CH:12]1[CH2:18][CH2:17][CH2:16][CH2:15][C:14](=[O:19])[NH:13]1)[C:4]([O:6][CH2:7][CH3:8])=[O:5].Cl[C:21]([O:23][CH2:24][C:25]1[CH:30]=[CH:29][CH:28]=[CH:27][CH:26]=1)=[O:22]>>[O:19]=[C:14]1[NH:13][CH:12]([CH2:11][CH2:10][CH2:9][CH:3]([NH:2][C:21]([O:23][CH2:24][C:25]2[CH:30]=[CH:29][CH:28]=[CH:27][CH:26]=2)=[O:22])[C:4]([O:6][CH2:7][CH3:8])=[O:5])[CH2:18][CH2:17][CH2:16][CH2:15]1 |f:0.1|. Reported procedure: The product of EXAMPLE 246 is treated with benzyl chloroformate under standard conditions to yield title product.